This data is from the Open Reaction Database (ORD), a public repository of structured organic reaction records. The task is: describe an organic reaction: reactants, conditions, products, and yield Starting materials: CC1(C)COc2c(C(O)C3CCCCC3)cc(Br)cc21, CC[SiH](CC)CC, CCOC(C)=O, CCCCCC, O=C(O)C(F)(F)F. Product: CC1(C)COc2c(CC3CCCCC3)cc(Br)cc21. Reaction SMILES: [Br:1][c:2]1[cH:3][c:4]([CH:13]([OH:14])[CH:15]2[CH2:16][CH2:17][CH2:18][CH2:19][CH2:20]2)[c:5]2[c:6]([cH:12]1)[C:7]([CH3:10])([CH3:11])[CH2:8][O:9]2.[CH2:28]([SiH:29]([CH2:30][CH3:31])[CH2:32][CH3:33])[CH3:34].[CH3:35][CH2:36][O:37][C:38](=[O:39])[CH3:40].[CH3:41][CH2:42][CH2:43][CH2:44][CH2:45][CH3:46].[OH:21][C:22]([C:23]([F:24])([F:25])[F:26])=[O:27]>>[Br:1][c:2]1[cH:3][c:4]([CH2:13][CH:15]2[CH2:16][CH2:17][CH2:18][CH2:19][CH2:20]2)[c:5]2[c:6]([cH:12]1)[C:7]([CH3:10])([CH3:11])[CH2:8][O:9]2. Run in CN(C)C=O (DMF), C1CCOC1 (THF). Procedure: 0.1 ml diisopropylethylamine, 64.2 mg (0.20 mmol) TBTU and 27.0 mg (0.20 mmol) HOBt was added to a mixture of 100 mg (0.20 mmol) (R)-3-(4-amino-3-chloro-5-methyl-phenyl)-2-([4-(2-oxo-1,2,4,5-tetrahydro-benzo[d][1,3]diazepin-3-yl)-piperidine-1-carbonyl]-amino)-propionic acid, 10 ml THF and 1 ml DMF, the mixture was stirred for 15 hours at ambient temperature and then combined with 80 mg (0.60 mmol) 1-cyclopropyl-piperazine. The reaction mixture was stirred for 3 hours at ambient temperature, comb... Reaction conditions: time 15 hour. The reactants are C(C)(C)N(CC)C(C)C (diisopropylethylamine), CN(C)C(=[N+](C)C)ON1C2=C(C=CC=C2)N=N1.[B-](F)(F)(F)F (TBTU), C=1C=CC2=C(C1)N=NN2O (HOBt), NC1=C(C=C(C=C1C)C[C@H](C(=O)O)NC(=O)N1CCC(CC1)N1C(NC2=C(CC1)C=CC=C2)=O)Cl ((R)-3-(4-amino-3-chloro-5-methyl-phenyl)-2-([4-(2-oxo-1,2,4,5-tetrahydro-benzo[d][1,3]diazepin-3-yl)-piperidine-1-carbonyl]-amino)-propionic acid), C1(CC1)N1CCNCC1 (1-cyclopropyl-piperazine), C(O)([O-])=O.[Na+] (sodium hydrogen carbonate). Reaction SMILES: [CH:1]([N:4]([CH:7]([CH3:9])[CH3:8])[CH2:5][CH3:6])([CH3:3])C.C[N:11](C(ON1N=NC2C=CC=CC1=2)=[N+](C)C)C.[B-](F)(F)(F)F.C1C=CC2N(O)N=NC=2C=1.[NH2:42][C:43]1[C:48]([CH3:49])=[CH:47][C:46]([CH2:50][C@@H:51]([NH:55][C:56]([N:58]2[CH2:63][CH2:62][CH:61]([N:64]3[CH2:70][CH2:69][C:68]4[CH:71]=[CH:72][CH:73]=[CH:74][C:67]=4[NH:66][C:65]3=[O:75])[CH2:60][CH2:59]2)=[O:57])[C:52](O)=[O:53])=[CH:45][C:44]=1[Cl:76].C1(N2CCNCC2)CC1.C(=O)([O-])O.[Na+]>CN(C=O)C.C1COCC1>[NH2:42][C:43]1[C:48]([CH3:49])=[CH:47][C:46]([CH2:50][C@@H:51]([NH:55][C:56]([N:58]2[CH2:63][CH2:62][CH:61]([N:64]3[CH2:70][CH2:69][C:74]4[CH:73]=[CH:72][CH:71]=[CH:68][C:67]=4[NH:66][C:65]3=[O:75])[CH2:60][CH2:59]2)=[O:57])[C:52]([N:11]2[CH2:6][CH2:5][N:4]([CH:7]3[CH2:9][CH2:8]3)[CH2:1][CH2:3]2)=[O:53])=[CH:45][C:44]=1[Cl:76] |f:1.2,6.7|. The product is NC1=C(C=C(C[C@H](C(=O)N2CCN(CC2)C2CC2)NC(=O)N2CCC(CC2)N2C(NC3=C(CC2)C=CC=C3)=O)C=C1C)Cl (4-(2-oxo-1,2,4,5-tetrahydro-benzo[d][1,3]diazepin-3-yl)-piperidine-1-carboxylic acid-[(R)-1-(4-amino-3-chloro-5-methyl-benzyl)-2-(4-cyclopropyl-piperazin-1-yl)-2-oxo-ethyl]-amide). Reactants: NCCC1=CC(O)=C(O)C=C1 (Dopamine), C1CN(CCN1CCO)CCS(=O)(=O)O (HEPES), C1CN(CCN1CCO)CCS(=O)(=O)O (HEPES), teflon, NCCC1=CC(O)=C(O)C=C1 (dopamine). The solvent is C([C@@H]1[C@H]([C@@H]([C@H]([C@H](O1)O[C@]2([C@H]([C@@H]([C@H](O2)CO)O)O)CO)O)O)O)O (sucrose). Reaction conditions: time 10 minute. Product: N1=CC=CC(=C1)[C@H]1N(C)CCC1 ((S)-(-)-nicotine). RXN SMILES: [NH2:1][CH2:2][CH2:3][C:4]1C=CC(O)=[C:6](O)[CH:5]=1.[CH2:12]1[N:17]([CH2:18][CH2:19]O)[CH2:16][CH2:15]N(CCS(O)(=O)=O)C1>C(O)[C@H]1O[C@H](O[C@]2(CO)O[C@H](CO)[C@@H](O)[C@@H]2O)[C@H](O)[C@@H](O)[C@@H]1O>[N:1]1[CH:2]=[C:3]([C@@H:16]2[CH2:15][CH2:19][CH2:18][N:17]2[CH3:12])[CH:4]=[CH:5][CH:6]=1. Procedure: Dopamine release was measured by preparing synaptosomes from the striatal area of rat brain obtained from Sprague-Dawley rats generally according to the procedures set forth by Nagy, et al., J. Neurochem., Vol. 43, pp. 1114-1123 (1984). Striata from 4 rats were homogenized in 2 ml of 0.32M sucrose buffered with 5 mM HEPES (pH 7.5), using a glass-teflon tissue grinder. The homogenate was diluted to 5 ml with additional homogenization solution and centrifuged at 1000×g for 10 min. This procedure w... Starting materials: [Li]C(C)(C)C, CC(C)(C)OC(=O)N1CCc2c(Br)cccc2C1, CCOCC, O=CN1CCOCC1, [Cl-], [NH4+]. As a reaction SMILES: [C:19]([Li:20])([CH3:21])([CH3:22])[CH3:23].[C:1]([CH3:2])([CH3:3])([CH3:4])[O:5][C:6](=[O:7])[N:8]1[CH2:9][c:10]2[cH:11][cH:12][cH:13][c:14]([Br:18])[c:15]2[CH2:16][CH2:17]1.[CH3:34][CH2:35][O:36][CH2:37][CH3:38].[CH:24](=[O:25])[N:26]1[CH2:27][CH2:28][O:29][CH2:30][CH2:31]1.[Cl-:32].[NH4+:33]>>[C:1]([CH3:2])([CH3:3])([CH3:4])[O:5][C:6](=[O:7])[N:8]1[CH2:9][c:10]2[cH:11][cH:12][cH:13][c:14]([CH:24]=[O:25])[c:15]2[CH2:16][CH2:17]1. The product is CC(C)(C)OC(=O)N1CCc2c(C=O)cccc2C1. Reactants: C(N)(=O)C(C1=CC=CC=C1)(C1=CC=CC=C1)C1CNCCC1 (3-(R,S)-(1-carbamoyl-1,1-diphenylmethyl)piperidine), BrCCCC1=CC=C(C=C1)OC (1-bromo-3-(4-methoxyphenyl)propane), C([O-])([O-])=O.[K+].[K+] (potassium carbonate). Solvent: C(C)#N (acetonitrile). Product: C(N)(=O)C(C1=CC=CC=C1)(C1=CC=CC=C1)C1CN(CCC1)CCCC1=CC=C(C=C1)OC (3-(R,S)-(1-carbamoyl-1,1-diphenylmetyl)-1-[3-(4-methoxyphenyl)propyl]piperidine). Reaction SMILES: [C:1]([C:4]([CH:17]1[CH2:22][CH2:21][CH2:20][NH:19][CH2:18]1)([C:11]1[CH:16]=[CH:15][CH:14]=[CH:13][CH:12]=1)[C:5]1[CH:10]=[CH:9][CH:8]=[CH:7][CH:6]=1)(=[O:3])[NH2:2].Br[CH2:24][CH2:25][CH2:26][C:27]1[CH:32]=[CH:31][C:30]([O:33][CH3:34])=[CH:29][CH:28]=1.C(=O)([O-])[O-].[K+].[K+]>C(#N)C>[C:1]([C:4]([CH:17]1[CH2:22][CH2:21][CH2:20][N:19]([CH2:24][CH2:25][CH2:26][C:27]2[CH:28]=[CH:29][C:30]([O:33][CH3:34])=[CH:31][CH:32]=2)[CH2:18]1)([C:11]1[CH:12]=[CH:13][CH:14]=[CH:15][CH:16]=1)[C:5]1[CH:10]=[CH:9][CH:8]=[CH:7][CH:6]=1)(=[O:3])[NH2:2] |f:2.3.4|. Procedure details: A mixture containing 3-(R,S)-(1-carbamoyl-1,1-diphenylmethyl)piperidine (0.26 g), 1-bromo-3-(4-methoxyphenyl)propane (0.23 g), anhydrous potassium carbonate (0.3 g) and acetonitrile (10 ml) was heated under reflux for 16 hours. The mixture was partitioned between dichloromethane (30 ml) and 10% aqueous sodium carbonate (30 ml), the layers separated, and the aqueous layer extracted with dichloromethane (2×30 ml). The dichloromethane extracts were combined, dried (MgSO4) and concentrated in vacuo ... The reactants are C(CC)OC1=C(C=CC=C1)C1=NN2C(C(N1)=O)=C(N=C2C2CCCC2)C (2-(2-Propoxyphenyl)-5-methyl-7-cyclopentyl-3H-imidazo[5,1-f][1,2,4]-triazin-4-one), [N+](=O)(O)[O-] (nitric acid). Run in FC(C(=O)O)(F)F (trifluoroacetic acid). Product: [N+](=O)([O-])C=1C=CC(=C(C1)C1=NN2C(C(N1)=O)=C(N=C2C2CCCC2)C)OCCC (2-(5-Nitro-2propoxyphenyl)-5-methyl-7-cyclopentyl-3H-imidazo[5,1-f][1,2,4]-triazin-4-one). RXN SMILES: [CH2:1]([O:4][C:5]1[CH:10]=[CH:9][CH:8]=[CH:7][C:6]=1[C:11]1[NH:16][C:15](=[O:17])[C:14]2=[C:18]([CH3:26])[N:19]=[C:20]([CH:21]3[CH2:25][CH2:24][CH2:23][CH2:22]3)[N:13]2[N:12]=1)[CH2:2][CH3:3].[N+:27]([O-])([OH:29])=[O:28]>FC(F)(F)C(O)=O>[N+:27]([C:8]1[CH:9]=[CH:10][C:5]([O:4][CH2:1][CH2:2][CH3:3])=[C:6]([C:11]2[NH:16][C:15](=[O:17])[C:14]3=[C:18]([CH3:26])[N:19]=[C:20]([CH:21]4[CH2:25][CH2:24][CH2:23][CH2:22]4)[N:13]3[N:12]=2)[CH:7]=1)([O-:29])=[O:28]. Reported procedure: Analogously to the procedure of example 41A, 10.0 g (28.4 mmol) of the compound from example 26A are nitrated in 160 ml of trifluoroacetic acid and 40 ml of 70% strength nitric acid. The product is purified by silica gel chromatography using toluene and ethyl acetate in a gradient system. The reactants are C([O-])(O)=O.[Na+] (sodium bicarbonate), D-O-dichloroacetylmandeloyl chloride, NC1[C@@H]2N(C(=C(CS2)C(CCS(N)(=O)=O)SC2=NN=NN2)C(=O)O)C1=O (7-amino-3-[1-(2-sulfamoylethyl)tetrazol-5-ylthiomethyl]-3-cephem-4-carboxylic acid), C([O-])(O)=O.[Na+] (sodium bicarbonate), CC(=O)C (acetone), O (water), CC(=O)C (acetone). Solvent: C(C)(=O)OCC (ethyl acetate). Run at time 30 minute. Yields the product C([C@H](O)C1=CC=CC=C1)(=O)NC1[C@@H]2N(C(=C(CS2)C(CCS(N)(=O)=O)SC2=NN=NN2)C(=O)O)C1=O (7-D-Mandelamido-3-[1-(2-sulfamoylethyl)tetrazol-5-ylthiomethyl]-3-cephem-4-carboxylic acid). Reaction SMILES: [C:1](=[O:4])(O)[O-].[Na+].[CH3:6][C:7]([CH3:9])=O.[OH2:10].[NH2:11][CH:12]1[C:35](=[O:36])[N:14]2[C:15]([C:32]([OH:34])=[O:33])=[C:16]([CH:19]([S:26][C:27]3[NH:31][N:30]=[N:29][N:28]=3)[CH2:20][CH2:21][S:22](=[O:25])(=[O:24])[NH2:23])[CH2:17][S:18][C@H:13]12>C(OCC)(=O)C>[C:1]([NH:11][CH:12]1[C:35](=[O:36])[N:14]2[C:15]([C:32]([OH:34])=[O:33])=[C:16]([CH:19]([S:26][C:27]3[NH:28][N:29]=[N:30][N:31]=3)[CH2:20][CH2:21][S:22](=[O:24])(=[O:25])[NH2:23])[CH2:17][S:18][C@H:13]12)(=[O:4])[C@@H:6]([C:7]1[CH:9]=[CH:17][CH:16]=[CH:15][CH:32]=1)[OH:10] |f:0.1|. Procedure: To a solution of 1.26 g. (15 mmol.) of sodium bicarbonate in 75 ml. of acetone and 50 ml. of water at 5° was added 2.1 g. (5 mmol.) of 7-amino-3-[1-(2-sulfamoylethyl)tetrazol-5-ylthiomethyl]-3-cephem-4-carboxylic acid. The solution was cooled to -10° and a solution of 1.55 g. (5.5 mmol.) of D-O-dichloroacetylmandeloyl chloride in 25 ml. of acetone was added. The reaction mixture was stirred for 30 minutes in the cold while maintaining the pH at 7.2 by addition of aqueous sodium bicarbonate, then...